From a dataset of the Open Reaction Database (ORD), a public repository of structured organic reaction records. describe an organic reaction: reactants, conditions, products, and yield Reactants: CS(=O)(=O)Cl, Cc1ccc(F)cc1C1NC(=O)CC(c2cc(Cl)ccc2OC2CCNCC2)C12C(=O)Nc1cc(Cl)ccc12, ClCCl, c1ccncc1. Product: Cc1ccc(F)cc1C1NC(=O)CC(c2cc(Cl)ccc2OC2CCN(S(C)(=O)=O)CC2)C12C(=O)Nc1cc(Cl)ccc12. Reaction SMILES: [CH3:40][S:41]([Cl:42])(=[O:43])=[O:44].[Cl:1][c:2]1[cH:3][cH:4][c:5]2[c:9]([cH:10]1)[NH:8][C:7](=[O:11])[C:6]21[CH:12]([c:32]2[c:33]([CH3:39])[cH:34][cH:35][c:36]([F:38])[cH:37]2)[NH:13][C:14](=[O:31])[CH2:15][CH:16]1[c:17]1[c:18]([O:24][CH:25]2[CH2:26][CH2:27][NH:28][CH2:29][CH2:30]2)[cH:19][cH:20][c:21]([Cl:23])[cH:22]1.[Cl:51][CH2:52][Cl:53].[cH:45]1[cH:46][cH:47][n:48][cH:49][cH:50]1>>[Cl:1][c:2]1[cH:3][cH:4][c:5]2[c:9]([cH:10]1)[NH:8][C:7](=[O:11])[C:6]21[CH:12]([c:32]2[c:33]([CH3:39])[cH:34][cH:35][c:36]([F:38])[cH:37]2)[NH:13][C:14](=[O:31])[CH2:15][CH:16]1[c:17]1[c:18]([O:24][CH:25]2[CH2:26][CH2:27][N:28]([S:41]([CH3:40])(=[O:43])=[O:44])[CH2:29][CH2:30]2)[cH:19][cH:20][c:21]([Cl:23])[cH:22]1. The reactants are BrC1=NC(=CC=C1)Br (2,6-dibromopyridine), C(=O)=O (dry ice), [Li]CCCC (n-BuLi), hexanes. The product is BrC1=CC=CC(=N1)C(=O)O (6-Bromopicolinic acid). Yield: 63.4%. As a reaction SMILES: Br[C:2]1[CH:7]=[CH:6][CH:5]=[C:4]([Br:8])[N:3]=1.[Li]CCCC.[C:14](=[O:16])=[O:15]>>[Br:8][C:4]1[N:3]=[C:2]([C:14]([OH:16])=[O:15])[CH:7]=[CH:6][CH:5]=1. Procedure details: To a suspension of 2,6-dibromopyridine (59 g, 0.25 mol) in ET2O (600 mL) at -70° C. there was added slowly n-BuLi 2.12M in hexanes (118 mL, 0.25 mol); the resulting mixture was stirred in the cold until a solution was obtained (45 min.); this mixture was poured onto a slurry of crushed dry ice (200 g) in ET2O (500 mL). The resulting suspension was allowed to warm up, then it was extracted with H2O (500 mL, then 250 mL). The combined aqueous extracts were extracted with Et2O, then acidified with ... Reactants: O=C(NCCC1CC1)c1ccc(N2CCNCC2)nn1, O=C(Cl)c1cc(C(F)(F)F)ccc1C(F)(F)F. Yields the product O=C(NCCC1CC1)c1ccc(N2CCN(C(=O)c3cc(C(F)(F)F)ccc3C(F)(F)F)CC2)nn1. Reaction SMILES: [CH:18]1([CH2:21][CH2:22][NH:23][C:24](=[O:25])[c:26]2[n:27][n:28][c:29]([N:32]3[CH2:33][CH2:34][NH:35][CH2:36][CH2:37]3)[cH:30][cH:31]2)[CH2:19][CH2:20]1.[F:1][C:2]([c:3]1[c:4]([C:5](=[O:6])[Cl:7])[cH:8][c:9]([C:12]([F:13])([F:14])[F:15])[cH:10][cH:11]1)([F:16])[F:17]>>[F:1][C:2]([c:3]1[c:4]([C:5](=[O:6])[N:35]2[CH2:34][CH2:33][N:32]([c:29]3[n:28][n:27][c:26]([C:24]([NH:23][CH2:22][CH2:21][CH:18]4[CH2:19][CH2:20]4)=[O:25])[cH:31][cH:30]3)[CH2:37][CH2:36]2)[cH:8][c:9]([C:12]([F:13])([F:14])[F:15])[cH:10][cH:11]1)([F:16])[F:17].